This data is from the Open Reaction Database (ORD), a public repository of structured organic reaction records. The task is: describe an organic reaction: reactants, conditions, products, and yield The reactants are COC(=O)C1CC(Oc2ncnc3ccc(Br)cc23)CN1C(=O)OC(C)(C)C, Cl, C1COCCO1. Yields the product COC(=O)C1CC(Oc2ncnc3ccc(Br)cc23)CN1, Cl. RXN SMILES: [Br:1][c:2]1[cH:3][c:4]2[c:5]([O:12][CH:13]3[CH2:14][CH:15]([C:25](=[O:26])[O:27][CH3:28])[N:16]([C:18]([O:19][C:20]([CH3:21])([CH3:22])[CH3:23])=[O:24])[CH2:17]3)[n:6][cH:7][n:8][c:9]2[cH:10][cH:11]1.[ClH:29].[O:30]1[CH2:31][CH2:32][O:33][CH2:34][CH2:35]1>>[Br:1][c:2]1[cH:3][c:4]2[c:5]([O:12][CH:13]3[CH2:14][CH:15]([C:25](=[O:26])[O:27][CH3:28])[NH:16][CH2:17]3)[n:6][cH:7][n:8][c:9]2[cH:10][cH:11]1.[ClH:29]. Reactants: O=C(C(=O)Cl)C=1SC=CC1 (oxo-thiophen-2-yl-acetyl chloride), CN1CCC(CC1)O (1-methyl-piperidine-4-ol). The solvent is C(Cl)(Cl)Cl (chloroform), C(Cl)(Cl)Cl (chloroform). Product: CN1CCC(CC1)OC(C(C=1SC=CC1)=O)=O (Oxo-thiophen-2-yl-acetic acid 1-methyl-piperidin-4-yl ester). Reaction SMILES: [O:1]=[C:2]([C:6]1[S:7][CH:8]=[CH:9][CH:10]=1)[C:3](Cl)=[O:4].[CH3:11][N:12]1[CH2:17][CH2:16][CH:15]([OH:18])[CH2:14][CH2:13]1>C(Cl)(Cl)Cl>[CH3:11][N:12]1[CH2:17][CH2:16][CH:15]([O:18][C:3](=[O:4])[C:2](=[O:1])[C:6]2[S:7][CH:8]=[CH:9][CH:10]=2)[CH2:14][CH2:13]1. Reported procedure: To a solution of oxo-thiophen-2-yl-acetyl chloride (29 mmol) at 0 to 5° C. in chloroform (60 ml) is added a solution of 1-methyl-piperidine-4-ol (5.87 g, 29 mmol) in chloroform (60 ml), dropwise with stirring. The resulting mixture is stirred for 2 hours at room temperature. Washing with 10% potassium carbonate solution, water (×2), drying over magnesium sulphate, filtration and evaporation gives the title compound. Starting materials: ON1N=NC2=C1C=CC=C2 (N-hydroxybenzotriazole), N[C@@H](C(=O)O)C1=CC=C(C=C1)CC(=O)O ((R)-α-amino-p-carboxymethylphenylacetic acid), C[Si](C)(C)C(C(=O)N)[Si](C)(C)C (bis trimethylsilyl acetamide), FC1=C(C(=O)OC2=C(C(=C(C(=C2F)F)F)F)F)C=CC(=C1)N(C1CCC2=C1C=C1C(N(C(=NC1=C2)C)COC(C(C)(C)C)=O)=O)C (pentafluorophenyl o-fluoro-p-[N-methyl-N-((6RS)-2-methyl-4-oxo-3-pivalyloxymethyl-3,4,7,8-tetrahydro-6H-cyclopenta[g]quinazolin-6-yl)amino]benzoate). Yields the product FC1=C(C(=O)N[C@@H](C(=O)O)C2=CC=C(C=C2)CC(=O)O)C=CC(=C1)N(C1CCC2=C1C=C1C(N(C(=NC1=C2)C)COC(C(C)(C)C)=O)=O)C ((2R)-2-{o-fluoro-p-[N-methyl-N-((6RS)-2-methyl-4-oxo-3-pivaloyloxymethyl-3,4,7,8-tetrahydro-6H-cyclopenta[g]quinazolin-6-yl)amino]benzamido}-2-[p-(carboxy-methyl)phenyl]acetic acid). The yield is 70.6%. RXN SMILES: [NH2:1][C@H:2]([C:6]1[CH:11]=[CH:10][C:9]([CH2:12][C:13]([OH:15])=[O:14])=[CH:8][CH:7]=1)[C:3]([OH:5])=[O:4].C[Si](C([Si](C)(C)C)C(N)=O)(C)C.[F:28][C:29]1[CH:48]=[C:47]([N:49]([CH3:73])[CH:50]2[C:54]3[CH:55]=[C:56]4[C:61](=[CH:62][C:53]=3[CH2:52][CH2:51]2)[N:60]=[C:59]([CH3:63])[N:58]([CH2:64][O:65][C:66](=[O:71])[C:67]([CH3:70])([CH3:69])[CH3:68])[C:57]4=[O:72])[CH:46]=[CH:45][C:30]=1[C:31](OC1C(F)=C(F)C(F)=C(F)C=1F)=[O:32].ON1C2C=CC=CC=2N=N1>>[F:28][C:29]1[CH:48]=[C:47]([N:49]([CH3:73])[CH:50]2[C:54]3[CH:55]=[C:56]4[C:61](=[CH:62][C:53]=3[CH2:52][CH2:51]2)[N:60]=[C:59]([CH3:63])[N:58]([CH2:64][O:65][C:66](=[O:71])[C:67]([CH3:68])([CH3:69])[CH3:70])[C:57]4=[O:72])[CH:46]=[CH:45][C:30]=1[C:31]([NH:1][C@H:2]([C:6]1[CH:11]=[CH:10][C:9]([CH2:12][C:13]([OH:15])=[O:14])=[CH:8][CH:7]=1)[C:3]([OH:5])=[O:4])=[O:32]. Procedure: A solution of (R)-α-amino-p-carboxymethylphenylacetic acid (0.1 g, 0.48 mmol) and bis trimethylsilyl acetamide (0.195 g, 0.96 mmol in 5 ml of DMF) was stirred for 20 minutes at room temperature. To the solution was then added pentafluorophenyl o-fluoro-p-[N-methyl-N-((6RS)-2-methyl-4-oxo-3-pivalyloxymethyl-3,4,7,8-tetrahydro-6H-cyclopenta[g]quinazolin-6-yl)amino]benzoate (0.213 g, 0.4 mmol), prepared as described in Example 2, followed by N-hydroxybenzotriazole (10 mg) and the stirring was maint... The reactants are ClC=1C(=CC(=C(C(=O)OC(C)(C)C)C1)F)OCC1(CCCCC1)C(F)(F)F (tert-butyl 5-chloro-2-fluoro-4-((1-(trifluoromethyl)cyclohexyl)-methoxy)benzoate), ClC=1C(=CC(=C(C(=O)OC(C)(C)C)C1)F)OCC1(CCC(CC1)(F)F)C (tert-butyl 5-chloro-4-((4,4-difluoro-1-methylcyclohexyl)-methoxy)-2-fluorobenzoate). Product: C1(CC1)C=1C(=CC(=C(C(=O)OC(C)(C)C)C1)F)OCC1(CCC(CC1)(F)F)C (tert-butyl 5-cyclopropyl-4-((4,4-difluoro-1-methylcyclohexyl)-methoxy)-2-fluorobenzoate), oil. The yield is 99.0%. As a reaction SMILES: ClC1C(OCC2(C(F)(F)F)CCCCC2)=C[C:5](F)=[C:6]([CH:14]=1)C(OC(C)(C)C)=O.Cl[C:29]1[C:30]([O:43][CH2:44][C:45]2([CH3:53])[CH2:50][CH2:49][C:48]([F:52])([F:51])[CH2:47][CH2:46]2)=[CH:31][C:32]([F:42])=[C:33]([CH:41]=1)[C:34]([O:36][C:37]([CH3:40])([CH3:39])[CH3:38])=[O:35]>>[CH:14]1([C:29]2[C:30]([O:43][CH2:44][C:45]3([CH3:53])[CH2:50][CH2:49][C:48]([F:52])([F:51])[CH2:47][CH2:46]3)=[CH:31][C:32]([F:42])=[C:33]([CH:41]=2)[C:34]([O:36][C:37]([CH3:40])([CH3:39])[CH3:38])=[O:35])[CH2:6][CH2:5]1. Procedure: Following the procedure as described in Example 158 step 3, and making variations as required to replace tert-butyl 5-chloro-2-fluoro-4-((1-(trifluoromethyl)cyclohexyl)-methoxy)benzoate with tert-butyl 5-chloro-4-((4,4-difluoro-1-methylcyclohexyl)-methoxy)-2-fluorobenzoate, the title compound was obtained as colorless oil (3.69 g, 99%): MS (ES+) m/z 399.2 (M+23). Starting materials: ClC(=O)OCC (Ethyl chloroformate), O1CCCC1 (tetrahydrofuran), ClC1=CC=C(C=C1)C=1N=C(OC1CCCC(=O)O)N1C(=NC=C1)C (4-(4-chlorophenyl)-2-(2-methyl-1-imidazolyl)-5-oxazolebutanoic acid), ClCCN (2-chloroethylamine). Run in C(C)N(CC)CC (triethylamine), CN(C=O)C (N,N-dimethylformamide), CN(C=O)C (N,N-dimethylformamide), O (Water). Conditions: time 30 minute. Product: ClCCNC(CCCC1=C(N=C(O1)N1C(=NC=C1)C)C1=CC=C(C=C1)Cl)=O (N-(2-chloroethyl)-4-(4-chlorophenyl)-2-(2-methyl-1-imidazolyl)-5-oxazolebutyramide). Isolated yield 84.9%. RXN SMILES: ClC(OCC)=O.O1CCCC1.[Cl:12][C:13]1[CH:18]=[CH:17][C:16]([C:19]2[N:20]=[C:21]([N:30]3[CH:34]=[CH:33][N:32]=[C:31]3[CH3:35])[O:22][C:23]=2[CH2:24][CH2:25][CH2:26][C:27]([OH:29])=O)=[CH:15][CH:14]=1.[Cl:36][CH2:37][CH2:38][NH2:39]>O.CN(C)C=O.C(N(CC)CC)C>[Cl:36][CH2:37][CH2:38][NH:39][C:27](=[O:29])[CH2:26][CH2:25][CH2:24][C:23]1[O:22][C:21]([N:30]2[CH:34]=[CH:33][N:32]=[C:31]2[CH3:35])=[N:20][C:19]=1[C:16]1[CH:15]=[CH:14][C:13]([Cl:12])=[CH:18][CH:17]=1. Reported procedure: Ethyl chloroformate (375mg) was added dropwise to a tetrahydrofuran (20ml)-N,N-dimethylformamide (10 ml) solution of 4-(4-chlorophenyl)-2-(2-methyl-1-imidazolyl)-5-oxazolebutanoic acid (1.00 g) and triethylamine at −30° C. After stirring for 30 minutes, the reaction mixture was added to the solution of 2-chloroethylamine (1.45g) and N,N-dimethylformamide (20ml) at QOC. The resulting mixture was stirred for 1 hour at room temperature. Water was poured into the reaction mixture to give N-(2-chloro... The reactants are O=C(Cl)OCCCl, CC(SC1COC(C=CC=Cc2ccc(C#N)cc2F)OC1)C(O)(Cn1cncn1)c1ccc(F)cc1F, [KH], C1CCOC1. Yields the product CC(SC1COC(C=CC=Cc2ccc(C#N)cc2F)OC1)C(Cn1cncn1)(OC(=O)OCCCl)c1ccc(F)cc1F. As a reaction SMILES: [Cl:40][C:41](=[O:42])[O:43][CH2:44][CH2:45][Cl:46].[F:2][c:3]1[c:4]([C:10]([CH:11]([CH3:12])[S:13][CH:14]2[CH2:15][O:16][CH:17]([CH:20]=[CH:21][CH:22]=[CH:23][c:24]3[c:25]([F:32])[cH:26][c:27]([C:28]#[N:29])[cH:30][cH:31]3)[O:18][CH2:19]2)([CH2:33][n:34]2[n:35][cH:36][n:37][cH:38]2)[OH:39])[cH:5][cH:6][c:7]([F:9])[cH:8]1.[KH:1].[O:47]1[CH2:48][CH2:49][CH2:50][CH2:51]1>>[F:2][c:3]1[c:4]([C:10]([CH:11]([CH3:12])[S:13][CH:14]2[CH2:15][O:16][CH:17]([CH:20]=[CH:21][CH:22]=[CH:23][c:24]3[c:25]([F:32])[cH:26][c:27]([C:28]#[N:29])[cH:30][cH:31]3)[O:18][CH2:19]2)([CH2:33][n:34]2[n:35][cH:36][n:37][cH:38]2)[O:39][C:41](=[O:42])[O:43][CH2:44][CH2:45][Cl:46])[cH:5][cH:6][c:7]([F:9])[cH:8]1. The product is Cc1c(C(=O)OC(C)(C)C)oc2ccc(Br)c(O)c12. The reactants are O=C1CCC(=O)N1Br, Cc1c(C(=O)OC(C)(C)C)oc2cccc(O)c12, ClC(Cl)(Cl)Cl. RXN SMILES: [Br:19][N:20]1[C:21](=[O:22])[CH2:23][CH2:24][C:25]1=[O:26].[C:1]([CH3:2])([CH3:3])([CH3:4])[O:5][C:6](=[O:7])[c:8]1[o:9][c:10]2[c:11]([c:12]1[CH3:13])[c:14]([OH:18])[cH:15][cH:16][cH:17]2.[C:27]([Cl:28])([Cl:29])([Cl:30])[Cl:31]>>[C:1]([CH3:2])([CH3:3])([CH3:4])[O:5][C:6](=[O:7])[c:8]1[o:9][c:10]2[c:11]([c:12]1[CH3:13])[c:14]([OH:18])[c:15]([Br:19])[cH:16][cH:17]2. The reactants are O=[N+]([O-])c1ccc(Oc2ccnc(N=C(c3ccccc3)c3ccccc3)c2Cl)c(F)c1, [H][H], [H][H], N. Yields the product Nc1ccc(Oc2ccnc(N=C(c3ccccc3)c3ccccc3)c2Cl)c(F)c1. RXN SMILES: [Cl:1][c:2]1[c:3]([N:19]=[C:20]([c:21]2[cH:22][cH:23][cH:24][cH:25][cH:26]2)[c:27]2[cH:28][cH:29][cH:30][cH:31][cH:32]2)[n:4][cH:5][cH:6][c:7]1[O:8][c:9]1[c:10]([F:18])[cH:11][c:12]([N+:15]([O-:16])=[O:17])[cH:13][cH:14]1.[H:34][H:35].[H:36][H:37].[N:33]>>[Cl:1][c:2]1[c:3]([N:19]=[C:20]([c:21]2[cH:22][cH:23][cH:24][cH:25][cH:26]2)[c:27]2[cH:28][cH:29][cH:30][cH:31][cH:32]2)[n:4][cH:5][cH:6][c:7]1[O:8][c:9]1[c:10]([F:18])[cH:11][c:12]([NH2:15])[cH:13][cH:14]1.